From a dataset of the Open Reaction Database (ORD), a public repository of structured organic reaction records. describe an organic reaction: reactants, conditions, products, and yield Reactants: Brc1ccn2nc(N3CCCC3)nc2c1, CC(C)(C)OC(N)=O, O=C([O-])[O-], O=C(C=Cc1ccccc1)C=Cc1ccccc1, O=C(C=Cc1ccccc1)C=Cc1ccccc1, O=C(C=Cc1ccccc1)C=Cc1ccccc1, [Cs+], [Cs+], C1COCCO1, [Pd], [Pd], CC1(C)c2cccc(P(c3ccccc3)c3ccccc3)c2Oc2c(P(c3ccccc3)c3ccccc3)cccc21. Yields the product CC(C)(C)OC(=O)Nc1ccn2nc(N3CCCC3)nc2c1. Reaction SMILES: [Br:1][c:2]1[cH:3][c:4]2[n:5]([cH:6][cH:7]1)[n:8][c:9]([N:11]1[CH2:12][CH2:13][CH2:14][CH2:15]1)[n:10]2.[C:16]([NH2:17])([O:18][C:19]([CH3:20])([CH3:21])[CH3:22])=[O:23].[C:24](=[O:25])([O-:26])[O-:27].[CH:116](=[CH:117][C:118]([CH:119]=[CH:120][c:121]1[cH:122][cH:123][cH:124][cH:125][cH:126]1)=[O:127])[c:128]1[cH:129][cH:130][cH:131][cH:132][cH:133]1.[CH:80](=[CH:81][C:82]([CH:83]=[CH:84][c:85]1[cH:86][cH:87][cH:88][cH:89][cH:90]1)=[O:91])[c:92]1[cH:93][cH:94][cH:95][cH:96][cH:97]1.[CH:98](=[CH:99][C:100]([CH:101]=[CH:102][c:103]1[cH:104][cH:105][cH:106][cH:107][cH:108]1)=[O:109])[c:110]1[cH:111][cH:112][cH:113][cH:114][cH:115]1.[Cs+:28].[Cs+:29].[O:72]1[CH2:73][CH2:74][O:75][CH2:76][CH2:77]1.[Pd:78].[Pd:79].[c:30]1([P:31]([c:32]2[cH:33][cH:34][cH:35][cH:36][cH:37]2)[c:38]2[c:39]3[c:63]([cH:64][cH:65][cH:66]2)[C:60]([CH3:61])([CH3:62])[c:42]2[c:41]([c:46]([P:47]([c:48]4[cH:49][cH:50][cH:51][cH:52][cH:53]4)[c:54]4[cH:55][cH:56][cH:57][cH:58][cH:59]4)[cH:45][cH:44][cH:43]2)[O:40]3)[cH:67][cH:68][cH:69][cH:70][cH:71]1>>[c:2]1([NH:17][C:16]([O:18][C:19]([CH3:20])([CH3:21])[CH3:22])=[O:23])[cH:3][c:4]2[n:5]([cH:6][cH:7]1)[n:8][c:9]([N:11]1[CH2:12][CH2:13][CH2:14][CH2:15]1)[n:10]2. The reactants are C1CCOC1, CC1(N2CCC(Cc3ccc(Cl)cc3Cl)C2=O)CCC(=O)CC1, O. Yields the product CC1(N2CCC(Cc3ccc(Cl)cc3Cl)C2=O)CCC(O)CC1. Reaction SMILES: [CH2:25]1[O:26][CH2:27][CH2:28][CH2:29]1.[Cl:1][c:2]1[c:3]([CH2:4][CH:5]2[C:6](=[O:18])[N:7]([C:10]3([CH3:17])[CH2:11][CH2:12][C:13](=[O:16])[CH2:14][CH2:15]3)[CH2:8][CH2:9]2)[cH:19][cH:20][c:21]([Cl:23])[cH:22]1.[OH2:24]>>[Cl:1][c:2]1[c:3]([CH2:4][CH:5]2[C:6](=[O:18])[N:7]([C:10]3([CH3:17])[CH2:11][CH2:12][CH:13]([OH:16])[CH2:14][CH2:15]3)[CH2:8][CH2:9]2)[cH:19][cH:20][c:21]([Cl:23])[cH:22]1. The reactants are FC=1C=CC(=C2C3=C(NC12)C(OCC3)(CCC)CCO)C(=O)N3CCOCC3 ([8-fluoro-1-(2-hydroxy-ethyl)-1-propyl-1,3,4,9-tetrahydro-pyrano[3,4-b]indol-5-yl]-morpholin-4-yl-methanone), I(=O)(=O)C1=C(C(=O)O)C=CC=C1 (o-iodoxybenzoic acid). Run in CS(=O)C (DMSO), O (H2O). Run at time 8 hour. Product: FC=1C=CC(=C2C3=C(NC12)C(OCC3)(CCC)CC=O)C(=O)N3CCOCC3 ([8-Fluoro-5-(morpholine-4-carbonyl)-1-propyl-1,3,4,9-tetrahydro-pyrano[3,4-b]indol-1-yl]-acetaldehyde). Yield: 89.5%. RXN SMILES: [F:1][C:2]1[CH:3]=[CH:4][C:5]([C:21]([N:23]2[CH2:28][CH2:27][O:26][CH2:25][CH2:24]2)=[O:22])=[C:6]2[C:10]=1[NH:9][C:8]1[C:11]([CH2:18][CH2:19][OH:20])([CH2:15][CH2:16][CH3:17])[O:12][CH2:13][CH2:14][C:7]2=1.I(C1C=CC=CC=1C(O)=O)(=O)=O>CS(C)=O.O>[F:1][C:2]1[CH:3]=[CH:4][C:5]([C:21]([N:23]2[CH2:24][CH2:25][O:26][CH2:27][CH2:28]2)=[O:22])=[C:6]2[C:10]=1[NH:9][C:8]1[C:11]([CH2:18][CH:19]=[O:20])([CH2:15][CH2:16][CH3:17])[O:12][CH2:13][CH2:14][C:7]2=1. Reported procedure: The mixture of [8-fluoro-1-(2-hydroxy-ethyl)-1-propyl-1,3,4,9-tetrahydro-pyrano[3,4-b]indol-5-yl]-morpholin-4-yl-methanone (100 mg, 0.256 mmol) and o-iodoxybenzoic acid (IBX, 430 mg, 1.54 mmol) in DMSO (3.5 mL) was stirred overnight at room temperature. The solution was diluted with H2O (7 mL) and the precipitates were filtered and the filter cake was rinsed with EtOAc. The filtrate was extracted with EtOAc (3×10 mL) and the combined organic solution was washed with brine (20 mL), dried (Na2SO4)... The reactants are CC(C)OC(N[C@@H]1C[C@@H](N(C2=CC=C(C=C12)C=1N=C(SC1)C=O)C(C)=O)C)=O (1-Methylethyl[(cis)-1-acetyl-6-(2-formyl-1,3-thiazol-4-yl)-2-methyl-1,2,3,4-tetrahydro-4-quinolinyl]carbamate), C(C)(=O)O[BH-](OC(C)=O)OC(C)=O.[Na+] (Sodium triacetoxyborohydride), Intermediate 39, N1CCCCC1 (piperidine), C(C)(=O)O (acetic acid). Run in ClCCl (dichloromethane). Conditions: time 30 minute. Product: C(C)(=O)N1[C@H](C[C@H](C2=CC(=CC=C12)C=1N=C(SC1)CN1CCCCC1)NC(OC(C)C)=O)C (1-methylethyl {(cis)-1-acetyl-2-methyl-6-[2-(1-piperidinylmethyl)-1,3-thiazol-4-yl]-1,2,3,4-tetrahydro-4-quinolinyl}carbamate). RXN SMILES: [CH3:1][CH:2]([O:4][C:5](=[O:28])[NH:6][C@H:7]1[C:16]2[C:11](=[CH:12][CH:13]=[C:14]([C:17]3[N:18]=[C:19]([CH:22]=O)[S:20][CH:21]=3)[CH:15]=2)[N:10]([C:24](=[O:26])[CH3:25])[C@@H:9]([CH3:27])[CH2:8]1)[CH3:3].[NH:29]1[CH2:34][CH2:33][CH2:32][CH2:31][CH2:30]1.C(O)(=O)C.C(O[BH-](OC(=O)C)OC(=O)C)(=O)C.[Na+]>ClCCl>[C:24]([N:10]1[C:11]2[C:16](=[CH:15][C:14]([C:17]3[N:18]=[C:19]([CH2:22][N:29]4[CH2:34][CH2:33][CH2:32][CH2:31][CH2:30]4)[S:20][CH:21]=3)=[CH:13][CH:12]=2)[C@H:7]([NH:6][C:5](=[O:28])[O:4][CH:2]([CH3:3])[CH3:1])[CH2:8][C@@H:9]1[CH3:27])(=[O:26])[CH3:25] |f:3.4|. Procedure: 1-Methylethyl[(cis)-1-acetyl-6-(2-formyl-1,3-thiazol-4-yl)-2-methyl-1,2,3,4-tetrahydro-4-quinolinyl]carbamate (for a preparation see Intermediate 39) (21 mg, 0.052 mmol) was dissolved in dichloromethane (DCM) (1 mL), mixed with piperidine (7.77 μL, 0.078 mmol) and acetic acid (7.49 μL, 0.131 mmol) and stirred under nitrogen for 30 minutes. Sodium triacetoxyborohydride (16.63 mg, 0.078 mmol) was added and the mixture was allowed to stir under nitrogen. The mixture was loaded onto a 2 g SCX-column... Reactants: ClC1=NC(=CN=C1)Cl (2,6-dichloropyrazine), N1=CC(=CC=C1)CN (3-picolylamine). Solvent: C=1(C(=CC=CC1)C)C (xylene). The product is ClC1=CN=CC(=N1)NCC=1C=NC=CC1 (6-Chloro-N-(pyridin-3-ylmethyl)pyrazin-2-amine). The yield is 93.0%. As a reaction SMILES: Cl[C:2]1[CH:7]=[N:6][CH:5]=[C:4]([Cl:8])[N:3]=1.[N:9]1[CH:14]=[CH:13][CH:12]=[C:11]([CH2:15][NH2:16])[CH:10]=1>C1(C)C(C)=CC=CC=1>[Cl:8][C:4]1[N:3]=[C:2]([NH:16][CH2:15][C:11]2[CH:10]=[N:9][CH:14]=[CH:13][CH:12]=2)[CH:7]=[N:6][CH:5]=1. Procedure: A mixture 2,6-dichloropyrazine (0.671 mmol) and 3-picolylamine (2.014 mmol) in xylene (25 ml) was refluxed overnight. The residue obtained after evaporation of the solvent was suspended between CH2Cl2 (100 ml) and water (100 ml). The organic layer was separated and the aqueous layer was extracted with CH2Cl2 (3×50 ml). The combined organic extracts were washed with brine (1×100 ml), dried (Na2SO4) and the solvent removed in vacuo. The residue was then purified by column chromatography eluting wi... Reactants: COC(C)(C)C, NC1=NC(c2ccccc2F)(C(F)(F)F)CCOC1, [K+], O=[N+]([O-])[O-], O, O=S(=O)(O)O. Product: NC1=NC(c2cc([N+](=O)[O-])ccc2F)(C(F)(F)F)CCOC1. RXN SMILES: [C:26]([O:27][CH3:28])([CH3:29])([CH3:30])[CH3:31].[F:1][c:2]1[c:3]([C:8]2([C:16]([F:17])([F:18])[F:19])[N:9]=[C:10]([NH2:15])[CH2:11][O:12][CH2:13][CH2:14]2)[cH:4][cH:5][cH:6][cH:7]1.[K+:20].[O-:21][N+:22]([O-:23])=[O:24].[OH2:25].[S:32](=[O:33])(=[O:34])([OH:35])[OH:36]>>[F:1][c:2]1[c:3]([C:8]2([C:16]([F:17])([F:18])[F:19])[N:9]=[C:10]([NH2:15])[CH2:11][O:12][CH2:13][CH2:14]2)[cH:4][c:5]([N+:22](=[O:21])[O-:23])[cH:6][cH:7]1. Starting materials: BrC=1C=C(C=C(C1OC)C=O)S(=O)(=O)N (3-bromo-5-formyl-4-methoxy-benzenesulfonamide), N(C(=O)N)C=1C=C(C=CC1)B(O)O (3-ureidobenzene boronic acid). Product: C(=O)C=1C=C(C=C(C1OC)C1=CC(=CC=C1)NC(=O)N)S(=O)(=O)N (5-formyl-6-methoxy-3′-ureido-biphenyl-3-sulfonamide). As a reaction SMILES: Br[C:2]1[CH:3]=[C:4]([S:12]([NH2:15])(=[O:14])=[O:13])[CH:5]=[C:6]([CH:10]=[O:11])[C:7]=1[O:8][CH3:9].[NH:16]([C:20]1[CH:21]=[C:22](B(O)O)[CH:23]=[CH:24][CH:25]=1)[C:17]([NH2:19])=[O:18]>>[CH:10]([C:6]1[CH:5]=[C:4]([S:12]([NH2:15])(=[O:14])=[O:13])[CH:3]=[C:2]([C:24]2[CH:23]=[CH:22][CH:21]=[C:20]([NH:16][C:17]([NH2:19])=[O:18])[CH:25]=2)[C:7]=1[O:8][CH3:9])=[O:11]. Procedure details: Proceeding as in Reference 19, but substituting 3-bromo-5-formyl-4-methoxy-benzenesulfonamide and 3-ureidobenzene boronic acid, gave 5-formyl-6-methoxy-3′-ureido-biphenyl-3-sulfonamide.